Dataset: the Open Reaction Database (ORD), a public repository of structured organic reaction records. Task: describe an organic reaction: reactants, conditions, products, and yield Starting materials: C1(CCCCC1)NCC1C(C(OC1)=O)(C1=CC=CC=C1)C1=CC=CC=C1 (4-cyclohexylaminomethyl-4,5-dihydro-3,3-diphenylfuran-2-(3H)one). The reagents and catalysts are [H-].[Na+] (sodium hydride). Solvent: C(C)(C)CC(C)(C)C (isooctane). The product is C1(CCCCC1)N1C(C(C(C1)CO)(C1=CC=CC=C1)C1=CC=CC=C1)=O (1-Cyclohexyl-4-hydroxymethyl-3,3-diphenyl-2-pyrrolidinone). Yield: 73.0%. RXN SMILES: [CH:1]1([NH:7][CH2:8][CH:9]2[CH2:13][O:12][C:11](=[O:14])[C:10]2([C:21]2[CH:26]=[CH:25][CH:24]=[CH:23][CH:22]=2)[C:15]2[CH:20]=[CH:19][CH:18]=[CH:17][CH:16]=2)[CH2:6][CH2:5][CH2:4][CH2:3][CH2:2]1>[H-].[Na+].C(CC(C)(C)C)(C)C>[CH:1]1([N:7]2[CH2:8][CH:9]([CH2:13][OH:12])[C:10]([C:21]3[CH:22]=[CH:23][CH:24]=[CH:25][CH:26]=3)([C:15]3[CH:20]=[CH:19][CH:18]=[CH:17][CH:16]=3)[C:11]2=[O:14])[CH2:2][CH2:3][CH2:4][CH2:5][CH2:6]1 |f:1.2|. Reported procedure: To 90.0 g. (0.26 mole) of 4-cyclohexylaminomethyl-4,5-dihydro-3,3-diphenylfuran-2-(3H)one in 500 ml. of isooctane was added 1.0 g. of sodium hydride (57% in mineral oil) as a catalyst and the mixture was refluxed overnight. Upon cooling a solid precipitated and the isooctane was decanted from the solid. The solid was recrystallized from isopropyl alcohol, weighed 66.0 g. (73% yield) and melted at 148°-150° C. Starting materials: FC(C[C@@H](C(=O)O)NC(=O)N1CCOCC1)(C)F ((S)-4,4-Difluoro-2-[(morpholine-4-carbonyl)-amino]-pentanoic acid), NC([C@H](O)C1=NC(=NO1)C1=CC=CC=C1)CC ((S)-2-Amino-1-(3-phenyl-1,2,4-oxadiazol-5-yl)-butan-1-ol), Morpholine-4-carboxylic acid {(S)-3,3-difluoro-1-[(S)-1-(3-phenyl-1,2,4-oxadiazole-5-carbonyl)-propylcarbamoyl]-but}-amide. The product is FC(C[C@@H](C(N[C@@H](CC)C(=O)C1=NC(=NO1)C1=CC=CC=C1)=O)NC(=O)N1CCOCC1)(C)F (Morpholine-4-carboxylic acid {(S)-3,3-difluoro-1-[(S)-1-(3-phenyl-1,2,4-oxadiazole-5-carbonyl)-propylcarbamoyl]-butyl}-amide). Reaction SMILES: [F:1][C:2]([F:18])([CH3:17])[CH2:3][C@H:4]([NH:8][C:9]([N:11]1[CH2:16][CH2:15][O:14][CH2:13][CH2:12]1)=[O:10])[C:5]([OH:7])=O.[NH2:19][CH:20]([CH2:34][CH3:35])[C@@H:21]([C:23]1[O:27][N:26]=[C:25]([C:28]2[CH:33]=[CH:32][CH:31]=[CH:30][CH:29]=2)[N:24]=1)[OH:22]>>[F:18][C:2]([F:1])([CH3:17])[CH2:3][C@H:4]([NH:8][C:9]([N:11]1[CH2:16][CH2:15][O:14][CH2:13][CH2:12]1)=[O:10])[C:5](=[O:7])[NH:19][C@H:20]([C:21]([C:23]1[O:27][N:26]=[C:25]([C:28]2[CH:33]=[CH:32][CH:31]=[CH:30][CH:29]=2)[N:24]=1)=[O:22])[CH2:34][CH3:35]. Reported procedure: By proceeding in a similar manner to Example 1 above but using (S)-4,4-Difluoro-2-[(morpholine-4-carbonyl)-amino]-pentanoic acid and (S)-2-Amino-1-(3-phenyl-1,2,4-oxadiazol-5-yl)-butan-1-ol there is prepared Morpholine-4-carboxylic acid {(S)-3,3-difluoro-1-[(S)-1-(3-phenyl-1,2,4-oxadiazole-5-carbonyl)-propylcarbamoyl]-but}-amide as a solid.